From a dataset of the Open Reaction Database (ORD), a public repository of structured organic reaction records. describe an organic reaction: reactants, conditions, products, and yield The reactants are BrC1=C(C=C(C=C1)F)N1N=CNC1=O (1-(2-bromo-5-fluorophenyl)-1H-1,2,4-triazol-5(4H)-one), [NH4+].[Cl-] (NH4Cl), [H-].[Na+] (sodium hydride), IC (iodomethane). Solvent: CN(C)C=O (DMF), CN(C)C=O (DMF). Reaction conditions: time 45 minute. Product: BrC1=C(C=C(C=C1)F)N1N=CN(C1=O)C (1-(2-Bromo-5-fluorophenyl)-4-methyl-1H-1,2,4-triazol-5(4H)-one). Yield: 66.4%. As a reaction SMILES: [H-].[Na+].[Br:3][C:4]1[CH:9]=[CH:8][C:7]([F:10])=[CH:6][C:5]=1[N:11]1[C:15](=[O:16])[NH:14][CH:13]=[N:12]1.I[CH3:18].[NH4+].[Cl-]>CN(C=O)C>[Br:3][C:4]1[CH:9]=[CH:8][C:7]([F:10])=[CH:6][C:5]=1[N:11]1[C:15](=[O:16])[N:14]([CH3:18])[CH:13]=[N:12]1 |f:0.1,4.5|. Procedure details: To a stirred suspension of sodium hydride (0.124 g of a 60% dispersion in mineral oil, 3.09 mmol) in DMF (5 mL) was added a solution of 1-(2-bromo-5-fluorophenyl)-1H-1,2,4-triazol-5(4H)-one (0.725 g, 2.81 mmol) in DMF (5 mL) at 0° C. The resulting mixture was stirred 45 min at room temperature followed by the addition of iodomethane (0.23 mL, 3.65 mmol). The mixture was stirred at room temperature for 2 h and then poured onto saturated aqueous NH4Cl. The product was extracted with EtOAc, washed ... Starting materials: solid, Cl.O1COC2=C1C=CC=C2C2CCN(CC2)CC[C@@H]2CC[C@H](CC2)N (Trans-4-[2-(4-Benzo[1,3]dioxol-4-yl-piperidin-1-yl)-ethyl]-cyclohexylamine hydrochloride), Cl.O1COC2=C1C=CC=C2C2CCN(CC2)CC[C@@H]2CC[C@H](CC2)N (Trans-4-[2-(4-Benzo[1,3]dioxol-4-yl-piperidin-1-yl)-ethyl]-cyclohexylamine hydrochloride), O[C@@H](C(=O)O)C ((R)-2-hydroxypropanoic acid). Yields the product O1COC2=C1C=CC=C2C2CCN(CC2)CC[C@@H]2CC[C@H](CC2)NC([C@@H](C)O)=O ((R)-trans-N-{4-[2-(4-Benzo[1,3]dioxol-4-yl-piperidin-1-yl)-ethyl]-cyclohexyl}-2-hydroxy-propionamide). Reaction SMILES: Cl.[O:2]1[C:6]2[CH:7]=[CH:8][CH:9]=[C:10]([CH:11]3[CH2:16][CH2:15][N:14]([CH2:17][CH2:18][C@H:19]4[CH2:24][CH2:23][C@H:22]([NH2:25])[CH2:21][CH2:20]4)[CH2:13][CH2:12]3)[C:5]=2[O:4][CH2:3]1.[OH:26][C@H:27]([CH3:31])[C:28](O)=[O:29]>>[O:2]1[C:6]2[CH:7]=[CH:8][CH:9]=[C:10]([CH:11]3[CH2:16][CH2:15][N:14]([CH2:17][CH2:18][C@H:19]4[CH2:20][CH2:21][C@H:22]([NH:25][C:28](=[O:29])[C@H:27]([OH:26])[CH3:31])[CH2:23][CH2:24]4)[CH2:13][CH2:12]3)[C:5]=2[O:4][CH2:3]1 |f:0.1|. Reported procedure: The title compound, white solid (17.7 mg, 53.8%), MS (ISP) m/z=403.3 [(M+H)+], was prepared in accordance with the general method of example 1 from Trans-4-[2-(4-Benzo[1,3]dioxol-4-yl-piperidin-1-yl)-ethyl]-cyclohexylamine hydrochloride (intermediate A) (30 mg, 0.0818 mmol) and (R)-2-hydroxypropanoic acid. Reactants: ClC1=CC=C(C=C1)S(=O)(=O)NC1CC2=CC=C(C=C2C1)CC(=O)O ([2-[(4-Chlorophenyl)sulfonylamino]indan-5-yl]acetic acid), CO (methanol). The solvent is O1CCCC1 (tetrahydrofuran). Run at time 1 hour. The product is ClC1=CC=C(C=C1)S(=O)(=O)NC1CC2=CC=C(C=C2C1)CCO (2-[2-[(4-chlorophenyl)sulfonylamino]indan-5-yl]ethanol). Isolated yield 93.9%. Reaction SMILES: [Cl:1][C:2]1[CH:7]=[CH:6][C:5]([S:8]([NH:11][CH:12]2[CH2:20][C:19]3[C:14](=[CH:15][CH:16]=[C:17]([CH2:21][C:22](O)=[O:23])[CH:18]=3)[CH2:13]2)(=[O:10])=[O:9])=[CH:4][CH:3]=1.CO>O1CCCC1>[Cl:1][C:2]1[CH:7]=[CH:6][C:5]([S:8]([NH:11][CH:12]2[CH2:20][C:19]3[C:14](=[CH:15][CH:16]=[C:17]([CH2:21][CH2:22][OH:23])[CH:18]=3)[CH2:13]2)(=[O:9])=[O:10])=[CH:4][CH:3]=1. Procedure: [2-[(4-Chlorophenyl)sulfonylamino]indan-5-yl]acetic acid (600 mg) is dissolved in tetrahydrofuran (20 ml) and thereto is added dropwise 7.8 M borane-1,4-oxathiane complex (1 ml). The mixture is stirred at room temperature for one hour and thereto is added methanol to terminate the reaction, and then, the solvent is distilled off under reduced pressure. The residue is dissolved in ethyl acetate and washed with aqueous sodium hydrogen carbonate solution and saline solution, dried and then distille... The reactants are FC1=C(C=CC=C1)C(C#N)(CCCCl)C(C)C ((±)-2-fluoro-α-(1-methylethyl)-α-(3-chloropropyl)-benzeneacetonitrile), CNCC1=CC=CC=C1 (methyl benzylamine), C([O-])([O-])=O.[K+].[K+] (potassium carbonate). The reagents and catalysts are [I-].C(CCC)[N+](CCCC)(CCCC)CCCC (tetra-n-butylamrnonium iodide). Solvent: CN(C=O)C (dimethylformamide). Conditions: time 8 hour. Product: FC1=C(C=CC=C1)C(C#N)(CCC(C)N(CC1=CC=CC=C1)C)C(C)C ((±)-2-fluoro-α-(1-methylethyl)-α-[3-methyl[methyl(phenylmethyl) amino]propyl]benzeneaceto-nitrile). Yield: 76.6%. As a reaction SMILES: [F:1][C:2]1[CH:7]=[CH:6][CH:5]=[CH:4][C:3]=1[C:8]([CH:15]([CH3:17])[CH3:16])([CH2:11][CH2:12][CH2:13]Cl)[C:9]#[N:10].[CH3:18][NH:19][CH2:20][C:21]1[CH:26]=[CH:25][CH:24]=[CH:23][CH:22]=1.[C:27](=O)([O-])[O-].[K+].[K+]>[I-].C([N+](CCCC)(CCCC)CCCC)CCC.CN(C)C=O>[F:1][C:2]1[CH:7]=[CH:6][CH:5]=[CH:4][C:3]=1[C:8]([CH:15]([CH3:17])[CH3:16])([CH2:11][CH2:12][CH:13]([N:19]([CH3:18])[CH2:20][C:21]1[CH:26]=[CH:25][CH:24]=[CH:23][CH:22]=1)[CH3:27])[C:9]#[N:10] |f:2.3.4,5.6|. Reported procedure: To a mixture of the product compound of Example 8, Step (b) (508 mg, 2.00 mmoles), methyl benzylamine (484 mg, 4.00 mmoles), and tetra-n-butylamrnonium iodide (74 mg) in dry dimethylformamide (2.0 mL) was added anhydrous potassium carbonate (552 mg, 4.00 imol). The mixture was stirred overnight at 80-85°. After cooling, the mixture was partitioned between diethyl ether and water, the aqueous layer was extracted with ether, the combined organic extracts were washed with brine, dried over sodium s... Reactants: BrB(Br)Br, COCc1cccc(N(Cc2cccc(OC(F)(F)C(F)F)c2)CC(O)C(F)(F)F)c1, COC, ClCCl. Product: OC(CN(Cc1cccc(OC(F)(F)C(F)F)c1)c1cccc(CBr)c1)C(F)(F)F. RXN SMILES: [B:32]([Br:33])([Br:34])[Br:35].[CH3:1][O:2][CH2:3][c:4]1[cH:5][c:6]([N:10]([CH2:11][CH:12]([C:13]([F:14])([F:15])[F:16])[OH:17])[CH2:18][c:19]2[cH:20][c:21]([O:25][C:26]([CH:27]([F:28])[F:29])([F:30])[F:31])[cH:22][cH:23][cH:24]2)[cH:7][cH:8][cH:9]1.[CH3:36][O:37][CH3:38].[Cl:39][CH2:40][Cl:41]>>[CH2:3]([c:4]1[cH:5][c:6]([N:10]([CH2:11][CH:12]([C:13]([F:14])([F:15])[F:16])[OH:17])[CH2:18][c:19]2[cH:20][c:21]([O:25][C:26]([CH:27]([F:28])[F:29])([F:30])[F:31])[cH:22][cH:23][cH:24]2)[cH:7][cH:8][cH:9]1)[Br:33]. Reactants: C1CCC(CC1)C(=O)OCC (ethyl 4-cyclohexanecarboxylate), C(C#C)N (propargylamine). Reagents/catalysts: O.O.[Na+].Cl[Au-](Cl)(Cl)Cl (sodium tetrachloroaurate(III) dihydrate). Solvent: C(C)O (ethanol), C(C)O (ethanol). Conditions: time 8 hour. Yields the product N1=CC=CC=2CC(CCC12)C(=O)OCC (ethyl 5,6,7,8-tetrahydroquinoline-6-carboxylate). RXN SMILES: [CH2:1]1[CH2:6][CH2:5][CH:4]([C:7]([O:9][CH2:10][CH3:11])=[O:8])[CH2:3][CH2:2]1.[CH2:12]([NH2:15])[C:13]#[CH:14]>O.O.[Na+].Cl[Au-](Cl)(Cl)Cl.C(O)C>[N:15]1[C:1]2[CH2:6][CH2:5][CH:4]([C:7]([O:9][CH2:10][CH3:11])=[O:8])[CH2:3][C:2]=2[CH:14]=[CH:13][CH:12]=1 |f:2.3.4.5|. Reported procedure: At 60° C., ethanol (250 mL) solution of 500 g of ethyl 4-cyclohexanecarboxylate is added to ethanol (2.5 L) solution of 376 mL of propargylamine and 29.2 g of sodium tetrachloroaurate(III) dihydrate, and stirred overnight with reflux. The insoluble solid substance was removed through filtration through Celite, and the solvent was evaporated off under reduced pressure. The residue was separated and purified through silica gel column chromatography (hexane/ethyl acetate=1/1) to obtain 555 g of eth...